This data is from the Open Reaction Database (ORD), a public repository of structured organic reaction records. The task is: describe an organic reaction: reactants, conditions, products, and yield Starting materials: ClC1=NC(=CC(=N1)Cl)C(=O)OC (methyl 2,4-dichloropyrimidine-6-carboxylate), CC1(CCNCC1)O (4-methyl-piperidin-4-ol), C([O-])([O-])=O.[Na+].[Na+] (sodium carbonate). The solvent is CO (methanol). Run at temperature 20 celsius, time 1 hour. Product: ClC1=NC(=CC(=N1)C(=O)OC)N1CCC(CC1)(C)O (Methyl 2-chloro-6-(4-hydroxy-4-methyl-piperidin-1-yl)-pyrimidine-4-carboxylate). Yield: 74.4%. Reaction SMILES: [Cl:1][C:2]1[N:7]=[C:6](Cl)[CH:5]=[C:4]([C:9]([O:11][CH3:12])=[O:10])[N:3]=1.[CH3:13][C:14]1([OH:20])[CH2:19][CH2:18][NH:17][CH2:16][CH2:15]1.C(=O)([O-])[O-].[Na+].[Na+]>CO>[Cl:1][C:2]1[N:3]=[C:4]([C:9]([O:11][CH3:12])=[O:10])[CH:5]=[C:6]([N:17]2[CH2:18][CH2:19][C:14]([OH:20])([CH3:13])[CH2:15][CH2:16]2)[N:7]=1 |f:2.3.4|. Procedure details: A mixture of methyl 2,4-dichloropyrimidine-6-carboxylate (1.66 g, 8.0 mmol), 4-methyl-piperidin-4-ol (1.21 g, 8 mmol) and sodium carbonate (1.74 g, 16.0 mmol) in methanol (8 mL) was stirred for 1 h at 20° C. The mixture was partitioned between ethyl acetate and water, and the organic layer was subsequently washed with brine, dried over sodium sulfate and evaporated under reduced pressure to give crude title compound (1.70 g, 72%) as light yellow solid. MS ISP (m/e): 286.1 [(M+H)+]. Starting materials: FC(C=1C=C(C=CC1OC1=CC2=CC=CC=C2C=C1)N=C=O)(F)F (3-trifluoromethyl-4-(2-naphthyloxy)phenyl isocyanate), CNOC (N,O-dimethylhydroxylamine). Run in C1=CC=CC=C1 (benzene), C1=CC=CC=C1 (benzene). Conditions: time 30 minute. Product: FC(C=1C=C(C=CC1OC1=CC2=CC=CC=C2C=C1)NC(N(C)OC)=O)(F)F (N'-[3-trifluoromethyl-4-(2-naphthyloxy)phenyl]-N-methoxy-N-methylurea). The yield is 70.9%. RXN SMILES: [F:1][C:2]([F:24])([F:23])[C:3]1[CH:4]=[C:5]([N:20]=[C:21]=[O:22])[CH:6]=[CH:7][C:8]=1[O:9][C:10]1[CH:19]=[CH:18][C:17]2[C:12](=[CH:13][CH:14]=[CH:15][CH:16]=2)[CH:11]=1.[CH3:25][NH:26][O:27][CH3:28]>C1C=CC=CC=1>[F:1][C:2]([F:23])([F:24])[C:3]1[CH:4]=[C:5]([NH:20][C:21](=[O:22])[N:26]([O:27][CH3:28])[CH3:25])[CH:6]=[CH:7][C:8]=1[O:9][C:10]1[CH:19]=[CH:18][C:17]2[C:12](=[CH:13][CH:14]=[CH:15][CH:16]=2)[CH:11]=1. Procedure: Five grams of 3-trifluoromethyl-4-(2-naphthyloxy)phenyl isocyanate were dissolved in 100 ml of benzene, and a solution of 2 g of N,O-dimethylhydroxylamine in 50 ml of benzene was added dropwise thereto at a temperature below 30° C. The reaction mixture was allowed to stand at room temperature for 30 minutes, and the solvent was then removed under reduced pressure. The residue was recrystallized from ethanol to obtain 4.2 g of N'-[3-trifluoromethyl-4-(2-naphthyloxy)phenyl]-N-methoxy-N-methylurea ...